Dataset: the Open Reaction Database (ORD), a public repository of structured organic reaction records. Task: describe an organic reaction: reactants, conditions, products, and yield The reactants are COC([C@@H](NC(C(C(C=1N=C(N(C1)C(=O)OC(C)(C)C)CCCC)O)C1=CC2=C(C=C1)OCO2)=O)CC2=CNC1=CC=CC=C21)=O (N-[(2RS,3SR)-3-hydroxy-2-(3,4-methylenedioxyphenyl)-3-(2-n-butyl-1-tert-butoxycarbonyl-1H-imidazol-4-yl)propionyl]-L-tryptophan methyl ester), Cl (hydrochloric acid). Run in C(C)(=O)OCC (ethyl acetate), [OH-].[Na+] (sodium hydroxide), CO (methanol). Yields the product OC(C(C(=O)N[C@@H](CC1=CNC2=CC=CC=C12)C(=O)O)C1=CC2=C(C=C1)OCO2)C=2N=C(N(C2)C(=O)OC(C)(C)C)CCCC (N-[(2RS,3SR)-3-hydroxy-2-(3,4-methylenedioxyphenyl)-3-(2-n-butyl-1-tert-butoxycarbonyl-1H-imidazol-4-yl)propionyl]-L-tryptophan). As a reaction SMILES: C[O:2][C:3](=[O:46])[C@H:4]([CH2:36][C:37]1[C:45]2[C:40](=[CH:41][CH:42]=[CH:43][CH:44]=2)[NH:39][CH:38]=1)[NH:5][C:6](=[O:35])[CH:7]([C:26]1[CH:31]=[CH:30][C:29]2[O:32][CH2:33][O:34][C:28]=2[CH:27]=1)[CH:8]([OH:25])[C:9]1[N:10]=[C:11]([CH2:21][CH2:22][CH2:23][CH3:24])[N:12]([C:14]([O:16][C:17]([CH3:20])([CH3:19])[CH3:18])=[O:15])[CH:13]=1.Cl>[OH-].[Na+].CO.C(OCC)(=O)C>[OH:25][CH:8]([C:9]1[N:10]=[C:11]([CH2:21][CH2:22][CH2:23][CH3:24])[N:12]([C:14]([O:16][C:17]([CH3:18])([CH3:19])[CH3:20])=[O:15])[CH:13]=1)[CH:7]([C:26]1[CH:31]=[CH:30][C:29]2[O:32][CH2:33][O:34][C:28]=2[CH:27]=1)[C:6]([NH:5][C@H:4]([C:3]([OH:46])=[O:2])[CH2:36][C:37]1[C:45]2[C:40](=[CH:41][CH:42]=[CH:43][CH:44]=2)[NH:39][CH:38]=1)=[O:35] |f:2.3|. Procedure details: A solution of N-[(2RS,3SR)-3-hydroxy-2-(3,4-methylenedioxyphenyl)-3-(2-n-butyl-1-tert-butoxycarbonyl-1H-imidazol-4-yl)propionyl]-L-tryptophan methyl ester (118 mg) in 1N aqueous sodium hydroxide solution (1.0 ml) and methanol (5.0 ml) was stirred at ambient temperature for 2 hours. The solution was acidified with 1N hydrochloric acid and the mixture was diluted with ethyl acetate followed by washing with brine. The organic layer was dried and evaporated to afford crude N-[(2RS,3SR)-3-hydroxy-2-(... The reactants are C(=O)C1=COC2=C1NC(=C2)C(=O)O (3-formyl-4H-furo[3,2-b]pyrrole-5-carboxylic acid), Cl.NO (hydroxylamine hydrochloride). The solvent is CN(C)C=O (DMF). Reaction conditions: temperature 125 celsius. The product is C(#N)C1=COC2=C1NC(=C2)C(=O)O (3-cyano-4H-furo[3,2-b]pyrrole-5-carboxylic acid). Yield: 2.0%. RXN SMILES: [CH:1]([C:3]1[C:7]2[NH:8][C:9]([C:11]([OH:13])=[O:12])=[CH:10][C:6]=2[O:5][CH:4]=1)=O.Cl.[NH2:15]O>CN(C=O)C>[C:1]([C:3]1[C:7]2[NH:8][C:9]([C:11]([OH:13])=[O:12])=[CH:10][C:6]=2[O:5][CH:4]=1)#[N:15] |f:1.2|. Reported procedure: To a solution of 3-formyl-4H-furo[3,2-b]pyrrole-5-carboxylic acid (0.20 g, 0.2 M, 1.12 mmol) in DMF (6.0 mL) was added hydroxylamine hydrochloride (0.16 g, 2.24 mmol). The reaction mixture was heated at 125° C. overnight, then cooled to rt. The mixture was partitioned between EtOAc (20 mL) and H2O (20 mL). The aqueous phase was extracted with EtOAc (3×20 mL). The combined organic phases were washed with H2O and saturated aq NaCl, filtered and concentrated in vacuo. The crude product was chromato... The reactants are NC=1SC(=C(N1)C(=O)N1[C@@H]([C@H]2C[C@H]2C1)CN)C1=CC(=CC=C1)F ([2-Amino-5-(3-fluoro-phenyl)-thiazol-4-yl]-((1S,2S,5R)-2-aminomethyl-3-aza-bicyclo[3.1.0]hex-3-yl)-methanone), CC=1N2C(SC1C(=O)O)=NC=C2 (3-Methyl-imidazo[2,1-b]thiazole-2-carboxylic acid). Product: NC=1SC(=C(N1)C(=O)N1[C@@H]([C@H]2C[C@H]2C1)CNC(=O)C1=C(N2C(S1)=NC=C2)C)C2=CC(=CC=C2)F (3-Methyl-imidazo[2,1-b]thiazole-2-carboxylic Acid{(1S,2S,5R)-3-[2-amino-5-(3-fluoro-phenyl)-thiazole-4-carbonyl]-3-aza-bicyclo[3.1.0]hex-2-ylmethyl}-amide). As a reaction SMILES: [NH2:1][C:2]1[S:3][C:4]([C:17]2[CH:22]=[CH:21][CH:20]=[C:19]([F:23])[CH:18]=2)=[C:5]([C:7]([N:9]2[CH2:14][C@H:13]3[C@H:11]([CH2:12]3)[C@H:10]2[CH2:15][NH2:16])=[O:8])[N:6]=1.[CH3:24][C:25]1[N:26]2[CH:35]=[CH:34][N:33]=[C:27]2[S:28][C:29]=1[C:30](O)=[O:31]>>[NH2:1][C:2]1[S:3][C:4]([C:17]2[CH:22]=[CH:21][CH:20]=[C:19]([F:23])[CH:18]=2)=[C:5]([C:7]([N:9]2[CH2:14][C@H:13]3[C@H:11]([CH2:12]3)[C@H:10]2[CH2:15][NH:16][C:30]([C:29]2[S:28][C:27]3=[N:33][CH:34]=[CH:35][N:26]3[C:25]=2[CH3:24])=[O:31])=[O:8])[N:6]=1. Procedure: prepared by reaction of [2-Amino-5-(3-fluoro-phenyl)-thiazol-4-yl]-((1S,2S,5R)-2-aminomethyl-3-aza-bicyclo[3.1.0]hex-3-yl)-methanone with 3-Methyl-imidazo[2,1-b]thiazole-2-carboxylic acid. LC-MS (basic): tR=0.73 min; [M+H]+=497.3. Starting materials: BrC=1C=C(C(=NC1)N)N (5-bromo-2,3-diaminopyridine), CC1=NC=CC(=C1)C(=O)O (2-methyl-pyridine-4-carboxylic acid). Yields the product BrC=1C=C2C(=NC1)NC(=N2)C2=CC(=NC=C2)C (6-Bromo-2-(2-methyl-pyridin-4-yl)-3H-imidazo[4,5-b]pyridine). RXN SMILES: [Br:1][C:2]1[CH:3]=[C:4]([NH2:9])[C:5]([NH2:8])=[N:6][CH:7]=1.[CH3:10][C:11]1[CH:16]=[C:15]([C:17](O)=O)[CH:14]=[CH:13][N:12]=1>O>[Br:1][C:2]1[CH:3]=[C:4]2[N:9]=[C:17]([C:15]3[CH:14]=[CH:13][N:12]=[C:11]([CH3:10])[CH:16]=3)[NH:8][C:5]2=[N:6][CH:7]=1. Conditions: time 16 hour. Run in polyphosphoric acid, O (water). Procedure: 0.30 g 5-bromo-2,3-diaminopyridine and 0.212 g 2-methyl-pyridine-4-carboxylic acid were heated in 3 g polyphosphoric acid at 160° C. with stirring for 16 hrs. The mixture was diluted with water and insoluble components removed by filtration. Water was evaporated from the filtrate and the residue dispersed in pyridine. Again, insoluble components were removed by filtration and the filtrate evaporated. The obtained residue was washed thoroughly with water and dried. The reactants are 31B, C(C)OC(CCC1=CC(=C(C=C1)O)OCC)=O (3-(3-ethoxy-4-hydroxy-phenyl)-propionic acid ethyl ester), ClCC=1C(=NC(=NC1)C1=CC=C(C=C1)C(F)(F)F)C1CC1 (5-chloromethyl-4-cyclopropyl-2-(4-trifluoromethyl-phenyl)-pyrimidine). The product is C(C)OC(CCC1=CC(=C(C=C1)OCC=1C(=NC(=NC1)C1=CC=C(C=C1)C(F)(F)F)C1CC1)OCC)=O (3-{4-[4-cyclopropyl-2-(4-trifluoromethyl-phenyl)-pyrimidin-5-ylmethoxy]-3-ethoxy-phenyl}-propionic acid ethyl ester). Reaction SMILES: [CH2:1]([O:3][C:4](=[O:17])[CH2:5][CH2:6][C:7]1[CH:12]=[CH:11][C:10]([OH:13])=[C:9]([O:14][CH2:15][CH3:16])[CH:8]=1)[CH3:2].Cl[CH2:19][C:20]1[C:21]([CH:36]2[CH2:38][CH2:37]2)=[N:22][C:23]([C:26]2[CH:31]=[CH:30][C:29]([C:32]([F:35])([F:34])[F:33])=[CH:28][CH:27]=2)=[N:24][CH:25]=1>>[CH2:1]([O:3][C:4](=[O:17])[CH2:5][CH2:6][C:7]1[CH:12]=[CH:11][C:10]([O:13][CH2:19][C:20]2[C:21]([CH:36]3[CH2:38][CH2:37]3)=[N:22][C:23]([C:26]3[CH:27]=[CH:28][C:29]([C:32]([F:34])([F:35])[F:33])=[CH:30][CH:31]=3)=[N:24][CH:25]=2)=[C:9]([O:14][CH2:15][CH3:16])[CH:8]=1)[CH3:2]. Reported procedure: In analogy to the procedures described in examples 8A] and 31B], 3-(3-ethoxy-4-hydroxy-phenyl)-propionic acid ethyl ester [Eur. Pat. Appl. (1996), EP 710659/A1] was reacted with 5-chloromethyl-4-cyclopropyl-2-(4-trifluoromethyl-phenyl)-pyrimidine (example 27F]) to give 3-{4-[4-cyclopropyl-2-(4-trifluoromethyl-phenyl)-pyrimidin-5-ylmethoxy]-3-ethoxy-phenyl}-propionic acid ethyl ester, which was subsequently saponified to yield the title compound as colorless solid. Starting materials: NC=1C=C(C(=O)N(CC(C)C)CC(C)C)C=CC1NCCCN(CCC1=NC=CC=C1)C (3-amino-N,N-diisobutyl-4-({3-[methyl(2-pyridin-2-ylethyl)amino]propyl}amino) benzamide), C(=S)(N1C=NC=C1)N1C=NC=C1 (thiocarbonyldiimidazole). Run in C1CCOC1 (THF), ClCCl (dichloromethane), O (water). Run at temperature 20 celsius, time 15 hour. Product: C(C(C)C)N(C(=O)C1=CC2=C(N(C(N2)=S)CCCN(CCC2=NC=CC=C2)C)C=C1)CC(C)C (N,N-diisobutyl-1-{3-[methyl(2-pyridin-2-ylethyl)amino]propyl}-2-thioxo-2,3-dihydro-1H-benzimidazole-5-carboxamide). The yield is 72.0%. Reaction SMILES: [NH2:1][C:2]1[CH:3]=[C:4]([CH:16]=[CH:17][C:18]=1[NH:19][CH2:20][CH2:21][CH2:22][N:23]([CH3:32])[CH2:24][CH2:25][C:26]1[CH:31]=[CH:30][CH:29]=[CH:28][N:27]=1)[C:5]([N:7]([CH2:12][CH:13]([CH3:15])[CH3:14])[CH2:8][CH:9]([CH3:11])[CH3:10])=[O:6].[C:33](N1C=CN=C1)(N1C=CN=C1)=[S:34]>C1COCC1.ClCCl.O>[CH2:12]([N:7]([CH2:8][CH:9]([CH3:11])[CH3:10])[C:5]([C:4]1[CH:16]=[CH:17][C:18]2[N:19]([CH2:20][CH2:21][CH2:22][N:23]([CH3:32])[CH2:24][CH2:25][C:26]3[CH:31]=[CH:30][CH:29]=[CH:28][N:27]=3)[C:33](=[S:34])[NH:1][C:2]=2[CH:3]=1)=[O:6])[CH:13]([CH3:14])[CH3:15]. Procedure details: A mixture of 3-amino-N,N-diisobutyl-4-({3-[methyl(2-pyridin-2-ylethyl)amino]propyl}amino) benzamide (1.52 g, 1 eq) and thiocarbonyldiimidazole (0.74 g, 1.2 eq) in THF (30 ml) is stirred at approximately 20° C. for 15 hours. After concentration under reduced pressure at 40° C., the residue obtained is taken up in dichloromethane (80 ml) and water (30 ml). After decanting and extracting, the combined organic phases are washed with salt water, dried over Na2SO4 then evaporated under reduced pressur...